From a dataset of the Open Reaction Database (ORD), a public repository of structured organic reaction records. describe an organic reaction: reactants, conditions, products, and yield Reported procedure: 0.47 cm3 (0.55 eq.) of BF3.Et2O were added to 1.89 g (7.03 mmol) of epoxide 2e in solution in 20 cm3 of 1,2-dichloroethane. The reaction mixture was heated to reflux under argon atmosphere for 1 h 45 min and then hydrolyzed hot with 30 cm3 of distilled water (stirring was continued for 10 min). It was extracted with dichloromethane (4×15 cm3) and then dried over MgSO4, filtered and evaporated down. 1.43 g of alcohol 1g were obtained, the macrobore GC purity of which was higher than 97%. The yiel... Reactants: B(F)(F)F.CCOCC (BF3.Et2O), ClC12CC(CCC2O1)(F)Cl (1,3-dichloro-3-fluoro-7-oxabicyclo[4.1.0]heptane), O (water). Solvent: ClCCCl (1,2-dichloroethane). Yields the product ClC1(C(C(CCC1)(F)Cl)O)F (2,6-dichloro-2,6-difluorocyclohexanol). RXN SMILES: B(F)(F)[F:2].CCOCC.[Cl:10][C:11]12O[CH:16]1[CH2:15][CH2:14][C:13]([Cl:19])([F:18])[CH2:12]2.[OH2:20]>ClCCCl>[Cl:10][C:11]1([F:2])[CH2:16][CH2:15][CH2:14][C:13]([Cl:19])([F:18])[CH:12]1[OH:20] |f:0.1|. The reactants are C=CCCCC12CCCc3cccc(c31)NC2=O, C1COCCO1, C[N+]1([O-])CCOCC1, [O-][I+3]([O-])([O-])[O-], [Na+], O. Yields the product O=CCCCC12CCCc3cccc(c31)NC2=O. RXN SMILES: [CH2:1]([CH2:2][CH2:3][CH:4]=[CH2:5])[C:6]12[C:7](=[O:18])[NH:8][c:9]3[cH:10][cH:11][cH:12][c:13]([c:14]31)[CH2:15][CH2:16][CH2:17]2.[CH2:27]1[O:28][CH2:29][CH2:30][O:31][CH2:32]1.[CH3:19][N+:20]1([O-:21])[CH2:22][CH2:24][O:23][CH2:25][CH2:26]1.[I+3:33]([O-:34])([O-:35])([O-:36])[O-:37].[Na+:38].[OH2:39]>>[CH2:1]([CH2:2][CH2:3][CH:4]=[O:23])[C:6]12[C:7](=[O:18])[NH:8][c:9]3[cH:10][cH:11][cH:12][c:13]([c:14]31)[CH2:15][CH2:16][CH2:17]2. The reactants are C([O-])([O-])=O.[K+].[K+] (potassium carbonate), ice, BrC1=CC=C(C(=O)Cl)C=C1 (4-bromobenzoyl chloride), NC=1C2=C(N(N1)C(=O)OC(C)(C)C)SC(=C2)C(=O)NN(C2=CC=CC=C2)C (tert-butyl 3-amino-5-(N′-methyl-N′-phenylhydrazinocarbonyl)thieno[2,3-c]pyrazole-1-carboxylate). Solvent: O1CCCC1 (tetrahydrofuran). Conditions: temperature 25 celsius. Product: BrC1=CC=C(C(=O)NC=2C3=C(N(N2)C(=O)OC(C)(C)C)SC(=C3)C(=O)NN(C3=CC=CC=C3)C)C=C1 (tert-butyl 3-(4-bromobenzoylamino)-5-(N′-methyl-N′-phenylhydrazinocarbonyl)thieno[2,3-c]pyrazole-1-carboxylate). Isolated yield 10.0%. Reaction SMILES: C(=O)([O-])[O-].[K+].[K+].[Br:7][C:8]1[CH:16]=[CH:15][C:11]([C:12](Cl)=[O:13])=[CH:10][CH:9]=1.[NH2:17][C:18]1[C:19]2[CH:32]=[C:31]([C:33]([NH:35][N:36]([CH3:43])[C:37]3[CH:42]=[CH:41][CH:40]=[CH:39][CH:38]=3)=[O:34])[S:30][C:20]=2[N:21]([C:23]([O:25][C:26]([CH3:29])([CH3:28])[CH3:27])=[O:24])[N:22]=1>O1CCCC1>[Br:7][C:8]1[CH:16]=[CH:15][C:11]([C:12]([NH:17][C:18]2[C:19]3[CH:32]=[C:31]([C:33]([NH:35][N:36]([CH3:43])[C:37]4[CH:42]=[CH:41][CH:40]=[CH:39][CH:38]=4)=[O:34])[S:30][C:20]=3[N:21]([C:23]([O:25][C:26]([CH3:29])([CH3:28])[CH3:27])=[O:24])[N:22]=2)=[O:13])=[CH:10][CH:9]=1 |f:0.1.2|. Procedure details: 169 mg (1.22 mmol) of potassium carbonate, followed by 191 mg (0.87 mmol) of 4-bromobenzoyl chloride, are added to a solution of 0.27 g (0.70 mmol) of tert-butyl 3-amino-5-(N′-methyl-N′-phenylhydrazinocarbonyl)thieno[2,3-c]pyrazole-1-carboxylate in 20 mL of tetrahydrofuran under argon. The reaction mixture is stirred at reflux for 2 hours. The reaction mixture is then cooled to a temperature in the region of 25° C. and treated with 40 mL of ice-cold water. The mixture is extracted successively w... Reactants: Cl\C=C\C(=O)C1CC2(C1)CCC2 (1-Chloro-3-(spiro[3.3]hept-2-yl)-1E-propen-3-one), [I-].[Na+] (sodium iodide). The solvent is CC(=O)C (acetone). Run at time 8 hour. Yields the product I\C=C\C(=O)C1CC2(C1)CCC2 (1-iodo-3-(spiro[3.3]hept-2-yl)-1E-propen-3-one). Yield: 59.5%. Reaction SMILES: Cl/[CH:2]=[CH:3]/[C:4]([CH:6]1[CH2:9][C:8]2([CH2:12][CH2:11][CH2:10]2)[CH2:7]1)=[O:5].[I-:13].[Na+]>CC(C)=O>[I:13]/[CH:2]=[CH:3]/[C:4]([CH:6]1[CH2:9][C:8]2([CH2:12][CH2:11][CH2:10]2)[CH2:7]1)=[O:5] |f:1.2|. Procedure details: 1-Chloro-3-(spiro[3.3]hept-2-yl)-1E-propen-3-one (7.3 g, 0.042 mole) was mixed with 25.2 g (0.168 mole) of sodium iodide and 45 ml of dry acetone (distilled from anhydrous potassium carbonate, b.p. 56° C). The mixture was refluxed with rapid stirring overnight. The mixture was cooled and the solvent was removed in vacuo. The solid residue was taken up in 75 ml of water and the products were extracted with 150 ml (3×50 ml) of ether. The organic material was washed with 50 ml of saturated sodium b...